This data is from the Open Reaction Database (ORD), a public repository of structured organic reaction records. The task is: describe an organic reaction: reactants, conditions, products, and yield The product is CC(CC(O)C(N)Cc1ccccc1)C(=O)NC1CCCCC1. The reactants are CC(CC(O)C(Cc1ccccc1)NC(=O)OC(C)(C)C)C(=O)NC1CCCCC1, CC(CC(O)C(N)Cc1ccccc1)C(=O)NC1CC2CCC1C2. RXN SMILES: [CH:1]1([NH:7][C:8]([CH:9]([CH2:10][CH:11]([CH:12]([CH2:13][c:14]2[cH:15][cH:16][cH:17][cH:18][cH:19]2)[NH:20][C:21]([O:22][C:23]([CH3:24])([CH3:25])[CH3:26])=[O:27])[OH:28])[CH3:29])=[O:30])[CH2:2][CH2:3][CH2:4][CH2:5][CH2:6]1.[CH:31]12[CH2:32][CH:33]([CH2:34][CH2:35]1)[CH2:36][CH:37]2[NH:38][C:39](=[O:40])[CH:41]([CH3:42])[CH2:43][CH:44]([OH:45])[CH:46]([NH2:47])[CH2:48][c:49]1[cH:50][cH:51][cH:52][cH:53][cH:54]1>>[CH:1]1([NH:7][C:8]([CH:9]([CH2:10][CH:11]([CH:12]([CH2:13][c:14]2[cH:15][cH:16][cH:17][cH:18][cH:19]2)[NH2:20])[OH:28])[CH3:29])=[O:30])[CH2:2][CH2:3][CH2:4][CH2:5][CH2:6]1. Starting materials: CC(=O)Cl, CCOCC, CCOC(C)=O, Cl, NC(CO)CCC(=O)N1CCC(=C2c3ccccc3C=Cc3ccccc32)CC1, [Na+], [OH-], O. The product is CC(=O)NC(CO)CCC(=O)N1CCC(=C2c3ccccc3C=Cc3ccccc32)CC1. Reaction SMILES: [CH3:38][C:39](=[O:40])[Cl:41].[CH3:3][CH2:4][O:5][CH2:6][CH3:7].[CH3:43][CH2:44][O:45][C:46](=[O:47])[CH3:48].[ClH:8].[NH2:9][CH:10]([CH2:11][OH:12])[CH2:13][CH2:14][C:15](=[O:16])[N:17]1[CH2:18][CH2:19][C:20](=[C:23]2[c:24]3[c:25]([cH:34][cH:35][cH:36][cH:37]3)[CH:26]=[CH:27][c:28]3[c:29]2[cH:30][cH:31][cH:32][cH:33]3)[CH2:21][CH2:22]1.[Na+:2].[OH-:1].[OH2:42]>>[CH3:3][C:4](=[O:5])[NH:9][CH:10]([CH2:11][OH:12])[CH2:13][CH2:14][C:15](=[O:16])[N:17]1[CH2:18][CH2:19][C:20](=[C:23]2[c:24]3[c:25]([cH:34][cH:35][cH:36][cH:37]3)[CH:26]=[CH:27][c:28]3[c:29]2[cH:30][cH:31][cH:32][cH:33]3)[CH2:21][CH2:22]1. Yield: 75.0%. Yields the product BrC=1C=C2C(=NC(=NC2=CC1)SC)Cl (6-Bromo-4-chloro-2-(methylsulfanyl)quinazoline). RXN SMILES: [Br:1][C:2]1[CH:3]=[C:4]2[C:9](=[CH:10][CH:11]=1)[N:8]=[C:7]([S:12][CH3:13])[NH:6][C:5]2=O.N1C=CC=CC=1.O=P(Cl)(Cl)[Cl:23]>>[Br:1][C:2]1[CH:3]=[C:4]2[C:9](=[CH:10][CH:11]=1)[N:8]=[C:7]([S:12][CH3:13])[N:6]=[C:5]2[Cl:23]. Conditions: temperature 110 celsius. Reactants: BrC=1C=C2C(NC(=NC2=CC1)SC)=O (6-Bromo-2-(methylsulfanyl)quinazolin-4(3H)-one), O=P(Cl)(Cl)Cl (POCl3), N1=CC=CC=C1 (pyridine). Procedure: To a suspension of compound 5a (0.65 g, 2.4 mmol) in 6.2 mL of POCl3 was added 10 μL of pyridine and the mixture was heated at 110° C. for 18 hours. The reaction mixture was cooled to rt. and concentrated under reduced pressure. A saturated solution of 50 mL of aqueous NaHCO3 was added to the crude solid and the mixture was extracted with 50 mL of EtOAc. The organic layer was dried over MgSO4, concentrated under reduced pressure and purified by chromatography on a silica gel column. Elution with... Starting materials: CC(c1cccnc1)n1c(=O)n(C(=O)OC(C)(C)C)c2ccc(Nc3cc(C#N)ccc3[N+](=O)[O-])nc21, C1CCOC1, CCOC(C)=O, [Na+], [Na+], [Na+], O=C([O-])O, O, O=S([O-])S(=O)[O-]. The product is CC(c1cccnc1)n1c(=O)n(C(=O)OC(C)(C)C)c2ccc(Nc3cc(C#N)ccc3N)nc21. Reaction SMILES: [C:1](#[N:2])[c:3]1[cH:4][cH:5][c:6]([N+:35]([O-:36])=[O:37])[c:7]([NH:9][c:10]2[cH:11][cH:12][c:13]3[c:14]([n:15]2)[n:16]([CH:27]([CH3:28])[c:29]2[cH:30][n:31][cH:32][cH:33][cH:34]2)[c:17](=[O:26])[n:18]3[C:19](=[O:20])[O:21][C:22]([CH3:23])([CH3:24])[CH3:25])[cH:8]1.[CH2:51]1[O:52][CH2:53][CH2:54][CH2:55]1.[CH3:57][CH2:58][O:59][C:60](=[O:61])[CH3:62].[Na+:44].[Na+:45].[Na+:50].[O-:46][C:47]([OH:48])=[O:49].[OH2:56].[S:38]([S:39]([O-:40])=[O:41])([O-:42])=[O:43]>>[C:1](#[N:2])[c:3]1[cH:4][cH:5][c:6]([NH2:35])[c:7]([NH:9][c:10]2[cH:11][cH:12][c:13]3[c:14]([n:15]2)[n:16]([CH:27]([CH3:28])[c:29]2[cH:30][n:31][cH:32][cH:33][cH:34]2)[c:17](=[O:26])[n:18]3[C:19](=[O:20])[O:21][C:22]([CH3:23])([CH3:24])[CH3:25])[cH:8]1. The reactants are CCC(Cc1ccc(OC)c(C(=O)CCc2ccc(C(F)(F)F)cc2)c1)C(=O)O, CCO. The product is CCC(Cc1ccc(OC)c(CCCc2ccc(C(F)(F)F)cc2)c1)C(=O)O. As a reaction SMILES: [CH2:1]([CH3:2])[CH:3]([C:4](=[O:5])[OH:6])[CH2:7][c:8]1[cH:9][c:10]([C:16]([CH2:17][CH2:18][c:19]2[cH:20][cH:21][c:22]([C:25]([F:26])([F:27])[F:28])[cH:23][cH:24]2)=[O:29])[c:11]([O:14][CH3:15])[cH:12][cH:13]1.[CH3:30][CH2:31][OH:32]>>[CH2:1]([CH3:2])[CH:3]([C:4](=[O:5])[OH:6])[CH2:7][c:8]1[cH:9][c:10]([CH2:16][CH2:17][CH2:18][c:19]2[cH:20][cH:21][c:22]([C:25]([F:26])([F:27])[F:28])[cH:23][cH:24]2)[c:11]([O:14][CH3:15])[cH:12][cH:13]1.